This data is from the Open Reaction Database (ORD), a public repository of structured organic reaction records. The task is: describe an organic reaction: reactants, conditions, products, and yield The reactants are CC(C)(C)[Si](OCCC1(CCO)CCCCC1)(c1ccccc1)c1ccccc1, CC(=O)O, CC(=O)O, ClCCl, Ic1ccccc1. Yields the product CC(=O)C1(CCO[Si](c2ccccc2)(c2ccccc2)C(C)(C)C)CCCCC1. Reaction SMILES: [C:1]([CH3:2])([CH3:3])([CH3:4])[Si:5]([O:6][CH2:7][CH2:8][C:9]1([CH2:15][CH2:16][OH:17])[CH2:10][CH2:11][CH2:12][CH2:13][CH2:14]1)([c:18]1[cH:19][cH:20][cH:21][cH:22][cH:23]1)[c:24]1[cH:25][cH:26][cH:27][cH:28][cH:29]1.[C:30]([CH3:31])(=[O:32])[OH:33].[C:34]([OH:35])(=[O:36])[CH3:37].[CH2:45]([Cl:46])[Cl:47].[I:38][c:39]1[cH:40][cH:41][cH:42][cH:43][cH:44]1>>[C:1]([CH3:2])([CH3:3])([CH3:4])[Si:5]([O:6][CH2:7][CH2:8][C:9]1([C:30]([CH3:31])=[O:32])[CH2:10][CH2:11][CH2:12][CH2:13][CH2:14]1)([c:18]1[cH:19][cH:20][cH:21][cH:22][cH:23]1)[c:24]1[cH:25][cH:26][cH:27][cH:28][cH:29]1. As a reaction SMILES: [C:16](=[O:17])([O-:18])[O-:19].[CH2:1]([c:2]1[cH:3][cH:4][c:5]([NH2:6])[cH:7][cH:8]1)[c:9]1[cH:10][cH:11][c:12]([NH2:13])[cH:14][cH:15]1.[CH3:33][CH2:34][O:35][C:36](=[O:37])[CH3:38].[Cl:22][C:23](=[O:24])[O:25][CH2:26][c:27]1[cH:28][cH:29][cH:30][cH:31][cH:32]1.[K+:20].[K+:21].[OH2:39]>>[CH2:1]([c:2]1[cH:3][cH:4][c:5]([NH2:6])[cH:7][cH:8]1)[c:9]1[cH:10][cH:11][c:12]([NH:13][C:23](=[O:24])[O:25][CH2:26][c:27]2[cH:28][cH:29][cH:30][cH:31][cH:32]2)[cH:14][cH:15]1. Yields the product Nc1ccc(Cc2ccc(NC(=O)OCc3ccccc3)cc2)cc1. Starting materials: O=C([O-])[O-], Nc1ccc(Cc2ccc(N)cc2)cc1, CCOC(C)=O, O=C(Cl)OCc1ccccc1, [K+], [K+], O. As a reaction SMILES: [CH2:12]1[O:13][CH2:14][CH2:15][CH2:16]1.[CH3:10][NH2:11].[Cl:1][c:2]1[cH:3][c:4]([C:8]#[N:9])[n:5][cH:6][n:7]1>>[c:2]1([NH:11][CH3:10])[cH:3][c:4]([C:8]#[N:9])[n:5][cH:6][n:7]1. The product is CNc1cc(C#N)ncn1. The reactants are C1CCOC1, CN, N#Cc1cc(Cl)ncn1. The reactants are O=C(Cl)C(=O)Cl, ClCCl, CN(C)C=O, O=C(O)CCCCCc1ccccc1. The product is [Cl-], O=C(O)CCCCCc1ccccc1. As a reaction SMILES: [Cl:15][C:16]([C:17]([Cl:18])=[O:19])=[O:20].[Cl:26][CH2:27][Cl:28].[O:21]=[CH:22][N:23]([CH3:24])[CH3:25].[c:1]1([CH2:7][CH2:8][CH2:9][CH2:10][CH2:11][C:12](=[O:13])[OH:14])[cH:2][cH:3][cH:4][cH:5][cH:6]1>>[Cl-:15].[c:1]1([CH2:7][CH2:8][CH2:9][CH2:10][CH2:11][C:12](=[O:13])[OH:14])[cH:2][cH:3][cH:4][cH:5][cH:6]1. The reactants are CC[N+](CC)(CC)Cc1ccccc1, CCCCC(C#N)c1ccc(Cl)cc1Cl, [OH-], c1ccncc1. Product: CCCCC(C#N)(CO)c1ccc(Cl)cc1Cl. Reaction SMILES: [CH2:17]([N+:18]([CH2:19][CH3:20])([CH2:21][CH3:22])[CH2:23][CH3:24])[c:25]1[cH:26][cH:27][cH:28][cH:29][cH:30]1.[CH2:1]([CH2:2][CH2:3][CH3:4])[CH:5]([c:6]1[c:7]([Cl:13])[cH:8][c:9]([Cl:12])[cH:10][cH:11]1)[C:14]#[N:15].[OH-:16].[cH:31]1[cH:32][cH:33][n:34][cH:35][cH:36]1>>[CH2:1]([CH2:2][CH2:3][CH3:4])[C:5]([c:6]1[c:7]([Cl:13])[cH:8][c:9]([Cl:12])[cH:10][cH:11]1)([C:14]#[N:15])[CH2:17][OH:16]. Conditions: time 8 hour. Reaction SMILES: [C:1]([C:5]1[C:14]([O:15]C(=O)C(C)(C)C)=[CH:13][C:8]2[CH2:9][CH:10]([CH3:12])[O:11][C:7]=2[CH:6]=1)([CH3:4])([CH3:3])[CH3:2].[H-].C([Al+]CC(C)C)C(C)C>CCCCCC>[C:1]([C:5]1[C:14]([OH:15])=[CH:13][C:8]2[CH2:9][CH:10]([CH3:12])[O:11][C:7]=2[CH:6]=1)([CH3:2])([CH3:3])[CH3:4] |f:1.2|. Starting materials: C(C)(C)(C)C1=CC2=C(CC(O2)C)C=C1OC(C(C)(C)C)=O (6-t-butyl-2-methy-5-trimethylacetoxy-2,3-dihydrobenzofuran), [H-].C(C(C)C)[Al+]CC(C)C (diisobutylaluminium hydride). The solvent is CCCCCC (n-hexane). The product is C(C)(C)(C)C1=CC2=C(CC(O2)C)C=C1O (6-t-butyl-5-hydroxy-2-methyl-2,3-dihydrobenzofuran). Yield: 84.5%. Reported procedure: Under a nitrogen stream, 0.15 g of 6-t-butyl-2-methy-5-trimethylacetoxy-2,3-dihydrobenzofuran was dissolved in 3 ml of n-hexane at room temperature, 1.55 ml of diisobutylaluminium hydride (1M in n-hexane) was added dropwise, and the mixture was stirred overnight. After the reaction was quenched with 5% hydrochloric acid, the mixture was extracted with water and ethyl acetate. The organic layers were washed with saturated brine, dried over anhydrous magnesium sulfate and then concentrated. The co... Reactants: O=C1C=2C(=NNC2CCC1)C1=C(C=C(C=C1)Cl)[N+](=O)[O-] (4,5,6,7-tetrahydro-4-oxo-3-(4-chloro-2-nitrophenyl)-1H-indazole), S(=O)(=O)(OCC)OCC (diethyl sulfate). Solvent: [OH-].[Na+] (sodium hydroxide). Reaction conditions: time 1 hour. Product: O=C1C=2C(=NN(C2CCC1)CC)C1=C(C=C(C=C1)Cl)[N+](=O)[O-] (4,5,6,7-Tetrahydro-4-oxo-3-(4-chloro-2-nitrophenyl)-1-ethyl-1H-indazole). RXN SMILES: [O:1]=[C:2]1[CH2:10][CH2:9][CH2:8][C:7]2[NH:6][N:5]=[C:4]([C:11]3[CH:16]=[CH:15][C:14]([Cl:17])=[CH:13][C:12]=3[N+:18]([O-:20])=[O:19])[C:3]1=2.S(OCC)(O[CH2:25][CH3:26])(=O)=O>[OH-].[Na+]>[O:1]=[C:2]1[CH2:10][CH2:9][CH2:8][C:7]2[N:6]([CH2:25][CH3:26])[N:5]=[C:4]([C:11]3[CH:16]=[CH:15][C:14]([Cl:17])=[CH:13][C:12]=3[N+:18]([O-:20])=[O:19])[C:3]1=2 |f:2.3|. Procedure: 2.08 g (7.13 mmol) of 4,5,6,7-tetrahydro-4-oxo-3-(4-chloro-2-nitrophenyl)-1H-indazole are dissolved in 80 ml of 10% aqueous sodium hydroxide solution, insolubles are filtered off, and 1.2 g (7.8 mmol) of diethyl sulfate are then added to the solution. Stirring is subsequently continued for 1.5 hours at room temperature and for 1 hour at 0° C., during which process a precipitate starts to separate out after as early as approx. 10 minutes. When the reaction is complete, the precipitate is filtered... Starting materials: CC=1C(=CC2=C(N=C(O2)C([C@@H](CCC2=CC=CC=C2)N)O)C1)C ((1R)-1-[(RS)-(5,6-dimethyl-2-benzoxazolyl)hydroxymethyl]-3-phenylpropylamine), C(=O)(OC(C)(C)C)N[C@H](CCCNC(=O)OC(C)(C)C)C(=O)O (N,N′-bis-Boc-D-ornithine). Product: C(=O)(OC(C)(C)C)N(C([C@@H](CCCNC(=O)OC(C)(C)C)N)=O)[C@H](CCC1=CC=CC=C1)C(O)C=1OC2=C(N1)C=C(C(=C2)C)C (N,N′-Bis-Boc-(2R)-2,5-Diamino-N-[(1R)-1-[(RS)-(5,6-dimethyl-2-benzoxazolyl)hydroxymethyl]-3-phenylpropyl]valeramide). RXN SMILES: [CH3:1][C:2]1[C:3]([CH3:23])=[CH:4][C:5]2[O:9][C:8]([CH:10]([OH:21])[C@H:11]([NH2:20])[CH2:12][CH2:13][C:14]3[CH:19]=[CH:18][CH:17]=[CH:16][CH:15]=3)=[N:7][C:6]=2[CH:22]=1.C([NH:31][C@@H:32]([C:44](O)=[O:45])[CH2:33][CH2:34][CH2:35][NH:36][C:37]([O:39][C:40]([CH3:43])([CH3:42])[CH3:41])=[O:38])(OC(C)(C)C)=O>>[C:37]([N:20]([C@@H:11]([CH:10]([C:8]1[O:9][C:5]2[CH:4]=[C:3]([CH3:23])[C:2]([CH3:1])=[CH:22][C:6]=2[N:7]=1)[OH:21])[CH2:12][CH2:13][C:14]1[CH:19]=[CH:18][CH:17]=[CH:16][CH:15]=1)[C:44](=[O:45])[C@H:32]([NH2:31])[CH2:33][CH2:34][CH2:35][NH:36][C:37]([O:39][C:40]([CH3:43])([CH3:42])[CH3:41])=[O:38])([O:39][C:40]([CH3:43])([CH3:42])[CH3:41])=[O:38]. Procedure: (1R)-1-[(RS)-(5,6-dimethyl-2-benzoxazolyl)hydroxymethyl]-3-phenylpropylamine (157 mg) is coupled with N,N′-bis-Boc-D-ornithine to afford the title compound (343 mg) as a white solid: 1H NMR (400 MHz, CDCl3, 3:2 mixture of diastereomers) δ 1.39-1.43 (bd, 19H), 1.43-1.64 (m, 4H), 1.83 (m, 1H), 2.38 (m, 6H), 2.61-3.21 (m, 4H), 4.08 (m, 1H), 4.59 (m, 1H), 5.02 (s, 1H), 5.18 (bd, 0.6H, NH), 5.28 (bd, 0.4H, NH), 7.12-7.35 (m, 6H), 7.41 (s, 0.4H), and 7.46 (s, 0.6H). Starting materials: Cc1ccc(NCCc2ccc(C(F)(F)F)nc2)cc1C, O=C(O)C(F)(F)F, O=C(O)Cc1ccccc1. The product is Cc1ccc(N(CCc2ccc(C(F)(F)F)nc2)C(=O)Cc2ccccc2)cc1C. Reaction SMILES: [CH3:8][c:9]1[cH:10][c:11]([NH:16][CH2:17][CH2:18][c:19]2[cH:20][n:21][c:22]([C:25]([F:26])([F:27])[F:28])[cH:23][cH:24]2)[cH:12][cH:13][c:14]1[CH3:15].[F:1][C:2]([F:3])([F:4])[C:5]([OH:6])=[O:7].[OH:29][C:30](=[O:31])[CH2:32][c:33]1[cH:34][cH:35][cH:36][cH:37][cH:38]1>>[CH3:8][c:9]1[cH:10][c:11]([N:16]([CH2:17][CH2:18][c:19]2[cH:20][n:21][c:22]([C:25]([F:26])([F:27])[F:28])[cH:23][cH:24]2)[C:30](=[O:29])[CH2:32][c:33]2[cH:34][cH:35][cH:36][cH:37][cH:38]2)[cH:12][cH:13][c:14]1[CH3:15].